This data is from the Open Reaction Database (ORD), a public repository of structured organic reaction records. The task is: describe an organic reaction: reactants, conditions, products, and yield Reactants: N1=C(C=CC=C1)C1=NOC=C1COC1=CC=C(N=N1)C(=O)O (6-(3-pyridin-2-yl-isoxazol-4-ylmethoxy)-pyridazine-3-carboxylic acid), C1(CC1)N (cyclopropylamine). Product: C1(CC1)NC(=O)C=1N=NC(=CC1)OCC=1C(=NOC1)C1=NC=CC=C1 (6-(3-Pyridin-2-yl-isoxazol-4-ylmethoxy)-pyridazine-3-carboxylic acid cyclopropylamide). Yield: 66.0%. Reaction SMILES: [N:1]1[CH:6]=[CH:5][CH:4]=[CH:3][C:2]=1[C:7]1[C:11]([CH2:12][O:13][C:14]2[N:19]=[N:18][C:17]([C:20]([OH:22])=O)=[CH:16][CH:15]=2)=[CH:10][O:9][N:8]=1.[CH:23]1([NH2:26])[CH2:25][CH2:24]1>>[CH:23]1([NH:26][C:20]([C:17]2[N:18]=[N:19][C:14]([O:13][CH2:12][C:11]3[C:7]([C:2]4[CH:3]=[CH:4][CH:5]=[CH:6][N:1]=4)=[N:8][O:9][CH:10]=3)=[CH:15][CH:16]=2)=[O:22])[CH2:25][CH2:24]1. Procedure: As described for example 123 g, 6-(3-pyridin-2-yl-isoxazol-4-ylmethoxy)-pyridazine-3-carboxylic acid (70 mg, 0.24 mmol) was converted, using cyclopropylamine instead of isopropylamine, to the title compound (52 mg, 66%) which was obtained as a white solid. MS: m/e=338.4 [M+H]+.